From a dataset of the Open Reaction Database (ORD), a public repository of structured organic reaction records. describe an organic reaction: reactants, conditions, products, and yield Reactants: CS(C)=O, CCN(C(C)C)C(C)C, Clc1ccc(-c2cc3nc(C4CCN(C5CC5)CC4)nn3c(Cl)n2)c(Cl)c1, Cl, Cl, Cl, N#Cc1ccc(NCCN)nc1N. Yields the product N#Cc1ccc(NCCNc2nc(-c3ccc(Cl)cc3Cl)cc3nc(C4CCN(C5CC5)CC4)nn23)nc1N. RXN SMILES: [CH3:53][S:54]([CH3:55])=[O:56].[CH:44]([N:45]([CH2:46][CH3:47])[CH:48]([CH3:49])[CH3:50])([CH3:51])[CH3:52].[Cl:2][c:3]1[n:4][c:5](-[c:21]2[c:22]([Cl:28])[cH:23][c:24]([Cl:27])[cH:25][cH:26]2)[cH:6][c:7]2[n:8]1[n:9][c:10]([CH:12]1[CH2:13][CH2:14][N:15]([CH:18]3[CH2:19][CH2:20]3)[CH2:16][CH2:17]1)[n:11]2.[ClH:1].[ClH:29].[ClH:30].[NH2:31][c:32]1[n:33][c:34]([NH:40][CH2:41][CH2:42][NH2:43])[cH:35][cH:36][c:37]1[C:38]#[N:39]>>[c:3]1([NH:43][CH2:42][CH2:41][NH:40][c:34]2[n:33][c:32]([NH2:31])[c:37]([C:38]#[N:39])[cH:36][cH:35]2)[n:4][c:5](-[c:21]2[c:22]([Cl:28])[cH:23][c:24]([Cl:27])[cH:25][cH:26]2)[cH:6][c:7]2[n:8]1[n:9][c:10]([CH:12]1[CH2:13][CH2:14][N:15]([CH:18]3[CH2:19][CH2:20]3)[CH2:16][CH2:17]1)[n:11]2. The reactants are O=[N+]([O-])c1cc(Br)ccc1O, ClCc1ccccc1, [K+], [K+], O=C([O-])[O-], CN(C)C=O. The product is O=[N+]([O-])c1cc(Br)ccc1OCc1ccccc1. RXN SMILES: [Br:1][c:2]1[cH:3][c:4]([N+:9](=[O:10])[O-:11])[c:5]([OH:8])[cH:6][cH:7]1.[Cl:18][CH2:19][c:20]1[cH:21][cH:22][cH:23][cH:24][cH:25]1.[K+:12].[K+:13].[O-:14][C:15]([O-:16])=[O:17].[O:26]=[CH:27][N:28]([CH3:29])[CH3:30]>>[Br:1][c:2]1[cH:3][c:4]([N+:9](=[O:10])[O-:11])[c:5]([O:8][CH2:19][c:20]2[cH:21][cH:22][cH:23][cH:24][cH:25]2)[cH:6][cH:7]1. Reaction SMILES: Cl[C:2]1[N:3]=[N:4][C:5]([CH2:8][C:9]2[CH:14]=[C:13]([C@H:15]3[C@H:20]([O:21][CH2:22][C:23]4[CH:28]=[CH:27][CH:26]=[CH:25][CH:24]=4)[C@@H:19]([O:29][CH2:30][C:31]4[CH:36]=[CH:35][CH:34]=[CH:33][CH:32]=4)[C@H:18]([O:37][CH2:38][C:39]4[CH:44]=[CH:43][CH:42]=[CH:41][CH:40]=4)[C@@H:17]([CH2:45][O:46][CH2:47][C:48]4[CH:53]=[CH:52][CH:51]=[CH:50][CH:49]=4)[O:16]3)[CH:12]=[CH:11][C:10]=2[Cl:54])=[CH:6][CH:7]=1.[CH3:55][N:56](C)C=O>[C-]#N.[Zn+2].[C-]#N.[Pd].C1(P(C2C=CC=CC=2)C2C=CC=CC=2)C=CC=CC=1.C1(P(C2C=CC=CC=2)C2C=CC=CC=2)C=CC=CC=1.C1(P(C2C=CC=CC=2)C2C=CC=CC=2)C=CC=CC=1.C1(P(C2C=CC=CC=2)C2C=CC=CC=2)C=CC=CC=1>[Cl:54][C:10]1[CH:11]=[CH:12][C:13]([C@H:15]2[C@H:20]([O:21][CH2:22][C:23]3[CH:24]=[CH:25][CH:26]=[CH:27][CH:28]=3)[C@@H:19]([O:29][CH2:30][C:31]3[CH:36]=[CH:35][CH:34]=[CH:33][CH:32]=3)[C@H:18]([O:37][CH2:38][C:39]3[CH:40]=[CH:41][CH:42]=[CH:43][CH:44]=3)[C@@H:17]([CH2:45][O:46][CH2:47][C:48]3[CH:53]=[CH:52][CH:51]=[CH:50][CH:49]=3)[O:16]2)=[CH:14][C:9]=1[CH2:8][C:5]1[N:4]=[N:3][C:2]([C:55]#[N:56])=[CH:7][CH:6]=1 |f:2.3.4,5.6.7.8.9|. Reagents/catalysts: [C-]#N.[Zn+2].[C-]#N (zinc cyanide), [Pd].C1(=CC=CC=C1)P(C1=CC=CC=C1)C1=CC=CC=C1.C1(=CC=CC=C1)P(C1=CC=CC=C1)C1=CC=CC=C1.C1(=CC=CC=C1)P(C1=CC=CC=C1)C1=CC=CC=C1.C1(=CC=CC=C1)P(C1=CC=CC=C1)C1=CC=CC=C1 (tetrakis(triphenylphosphine) palladium(0)). Procedure details: Intermediate 6 (compound 24, 4.0 g, 5.3 mmol) was added to a microwave reaction tube containing zinc cyanide (0.93 g, 7.9 mmol) and tetrakis(triphenylphosphine) palladium(0) (1.2 g, 1.1 mmol) in N,N-dimethylformamide (30 mL). The capped reaction tube was placed in a microwave reactor (Biotage® Initiator™) and the mixture was irradiated at 160° C. for 15 min. After dilution with ethyl acetate, the organic layer was subsequently washed with water, 10 wt % potassium carbonate and brine prior to dry... The product is ClC1=C(CC2=CC=C(N=N2)C#N)C=C(C=C1)[C@@H]1O[C@@H]([C@H]([C@@H]([C@H]1OCC1=CC=CC=C1)OCC1=CC=CC=C1)OCC1=CC=CC=C1)COCC1=CC=CC=C1 (6-(2-Chloro-5-((2S,3S,4R,5R,6R)-3,4,5-tris(benzyloxy)-6-(benzyloxymethyl)-tetrahydro-2H-pyran-2-yl)benzyl)pyridazine-3-carbonitrile). Isolated yield 52.0%. Starting materials: Intermediate 6, ClC=1N=NC(=CC1)CC1=C(C=CC(=C1)[C@@H]1O[C@@H]([C@H]([C@@H]([C@H]1OCC1=CC=CC=C1)OCC1=CC=CC=C1)OCC1=CC=CC=C1)COCC1=CC=CC=C1)Cl (3-Chloro-6-(2-chloro-5-((2S,3S,4R,5R,6R)-3,4,5-tris(benzyloxy)-6-(benzyloxymethyl)-tetrahydro-2H-pyran-2-yl)benzyl)pyridazine), CN(C=O)C (N,N-dimethylformamide). The reactants are CC(=O)OC(C)C(=O)Cl, CO, Nc1c(C(=O)c2ccccc2)[nH]c2cc(Cl)ccc12. Yields the product CC(=O)OC(C)C(=O)Nc1c(C(=O)c2ccccc2)[nH]c2cc(Cl)ccc12. As a reaction SMILES: [C:20]([CH3:21])(=[O:22])[O:23][CH:24]([C:25](=[O:26])[Cl:27])[CH3:28].[CH3:29][OH:30].[NH2:1][c:2]1[c:3]([C:12]([c:13]2[cH:14][cH:15][cH:16][cH:17][cH:18]2)=[O:19])[nH:4][c:5]2[cH:6][c:7]([Cl:11])[cH:8][cH:9][c:10]12>>[NH:1]([c:2]1[c:3]([C:12]([c:13]2[cH:14][cH:15][cH:16][cH:17][cH:18]2)=[O:19])[nH:4][c:5]2[cH:6][c:7]([Cl:11])[cH:8][cH:9][c:10]12)[C:25]([CH:24]([O:23][C:20]([CH3:21])=[O:22])[CH3:28])=[O:26]. Reactants: BrCC1(S[C@H]2N(C1C(=O)OCC(Cl)(Cl)Cl)C(C2NC(CC2=CC=CC=C2)=O)=O)C (2,2,2-Trichloroethyl 2-bromomethyl-2-methyl-6-(2-phenylacetamido)-penam-3-carboxylate), CO (methanol). The reagents and catalysts are F[B-](F)(F)F.[Ag+] (silver fluoroborate). The solvent is C(Cl)Cl (methylene chloride). Reaction conditions: temperature -10 celsius. Yields the product COCC1(S[C@H]2N(C1C(=O)OCC(Cl)(Cl)Cl)C(C2NC(CC2=CC=CC=C2)=O)=O)C (2,2,2-trichloroethyl 2-methoxymethyl-2-methyl-6-(2-phenylacetamido)penam-3-carboxylate). RXN SMILES: Br[CH2:2][C:3]1([CH3:29])[CH:7]([C:8]([O:10][CH2:11][C:12]([Cl:15])([Cl:14])[Cl:13])=[O:9])[N:6]2[C:16](=[O:28])[CH:17]([NH:18][C:19](=[O:27])[CH2:20][C:21]3[CH:26]=[CH:25][CH:24]=[CH:23][CH:22]=3)[C@H:5]2[S:4]1.[CH3:30][OH:31]>C(Cl)Cl.F[B-](F)(F)F.[Ag+]>[CH3:30][O:31][CH2:2][C:3]1([CH3:29])[CH:7]([C:8]([O:10][CH2:11][C:12]([Cl:15])([Cl:14])[Cl:13])=[O:9])[N:6]2[C:16](=[O:28])[CH:17]([NH:18][C:19](=[O:27])[CH2:20][C:21]3[CH:26]=[CH:25][CH:24]=[CH:23][CH:22]=3)[C@H:5]2[S:4]1 |f:3.4|. Procedure details: 2,2,2-Trichloroethyl 2-bromomethyl-2-methyl-6-(2-phenylacetamido)-penam-3-carboxylate (1.10 g) was dissolved in methylene chloride (12 ml) and to this solution was added methanol (3 ml). And to the solution was added silver fluoroborate (0.45 g) under stirring under cooling at -10° C. and the mixture was stirred for 2 hours at the same temperature. After the reaction was completed, the reaction mixture was filtered and the filtrate was washed with sodium bicarbonate aqueous solution and then wit... RXN SMILES: [Al+3:24].[CH2:31]1[O:32][CH2:33][CH2:34][CH2:35]1.[Cl-:29].[H-:23].[H-:26].[H-:27].[H-:28].[Li+:25].[NH2:1][c:2]1[c:3](-[c:14]2[s:15][c:16]3[c:17]([n:18]2)[cH:19][cH:20][cH:21][cH:22]3)[c:4]([NH:7][CH2:8][CH2:9][NH:10][C:11]([CH3:12])=[O:13])[n:5][nH:6]1.[NH4+:30]>>[NH2:1][c:2]1[c:3](-[c:14]2[s:15][c:16]3[c:17]([n:18]2)[cH:19][cH:20][cH:21][cH:22]3)[c:4]([NH:7][CH2:8][CH2:9][NH:10][CH2:11][CH3:12])[n:5][nH:6]1. Yields the product CCNCCNc1n[nH]c(N)c1-c1nc2ccccc2s1. The reactants are [Al+3], C1CCOC1, [Cl-], [H-], [H-], [H-], [H-], [Li+], CC(=O)NCCNc1n[nH]c(N)c1-c1nc2ccccc2s1, [NH4+].